From a dataset of the Open Reaction Database (ORD), a public repository of structured organic reaction records. describe an organic reaction: reactants, conditions, products, and yield Reactants: O1CC(C=2C1=CN=CC2)=O (furo[2,3-c]pyridin-3(2H)-one), C(C)OC(=O)C1=C(C=2C(=NC(=CC2)C)O1)O (3-hydroxy-6-methylfuro[2,3-b]pyridine-2-carboxylic acid ethyl ester). Yields the product CC1=CC=C2C(=N1)OCC2=O (6-methylfuro[2,3-b]pyridin-3(2H)-one). Reaction SMILES: O1C2=CN=CC=C2C(=O)C1.C(OC([C:16]1[O:25][C:19]2=[N:20][C:21]([CH3:24])=[CH:22][CH:23]=[C:18]2[C:17]=1[OH:26])=O)C>>[CH3:24][C:21]1[N:20]=[C:19]2[O:25][CH2:16][C:17](=[O:26])[C:18]2=[CH:23][CH:22]=1. Reported procedure: This compound was prepared using a method analogous to that of furo[2,3-c]pyridin-3(2H)-one (A.2.4.3), 3-hydroxy-6-methylfuro[2,3-b]pyridine-2-carboxylic acid ethyl ester replacing 3-hydroxyfuro[2,3-c]pyridine-2-carboxylic acid ethyl ester; Reported procedure: A mixture of trans-2-(4-(3,5-dimethyl-1H-1,2,4-triazol-1-yl)-6-methylpyridin-2-yl)cyclopropanecarbaldehyde (24-7, 74 mg, 0.289 mmol), N1-methylbenzene-1,2-diamine (35 mg, 0.289 mmol), copper(II) sulfate (51 mg, 0.318 mmol), and AcOH (35 mg, 0.578 mmol) in ethanol (3 mL) was stirred at room temperature overnight. NaHCO3 (100 mg) was added and the mixture was stirred for 5 minutes and filtered. The filtrate was concentrated and the residue was purified by silica gel column chromatography (10% meth... Product: CC1=NN(C(=N1)C)C1=CC(=NC(=C1)C)[C@H]1[C@@H](C1)C1=NC2=C(N1C)C=CC=C2 (trans-2-(2-(4-(3,5-dimethyl-1H-1,2,4-triazol-1-yl)-6-methylpyridin-2-yl)cyclopropyl)-1-methyl-1H-benzo[d]imidazole). Run at time 8 hour. Reagents/catalysts: S(=O)(=O)([O-])[O-].[Cu+2] (copper(II) sulfate). Reaction SMILES: [CH3:1][C:2]1[N:6]=[C:5]([CH3:7])[N:4]([C:8]2[CH:13]=[C:12]([CH3:14])[N:11]=[C:10]([C@@H:15]3[CH2:17][C@H:16]3[CH:18]=O)[CH:9]=2)[N:3]=1.[CH3:20][NH:21][C:22]1[C:23]([NH2:28])=[CH:24][CH:25]=[CH:26][CH:27]=1.CC(O)=O.C([O-])(O)=O.[Na+]>C(O)C.S([O-])([O-])(=O)=O.[Cu+2]>[CH3:1][C:2]1[N:6]=[C:5]([CH3:7])[N:4]([C:8]2[CH:13]=[C:12]([CH3:14])[N:11]=[C:10]([C@@H:15]3[CH2:17][C@H:16]3[C:18]3[N:21]([CH3:20])[C:22]4[CH:27]=[CH:26][CH:25]=[CH:24][C:23]=4[N:28]=3)[CH:9]=2)[N:3]=1 |f:3.4,6.7|. The reactants are CC1=NN(C(=N1)C)C1=CC(=NC(=C1)C)[C@H]1[C@@H](C1)C=O (trans-2-(4-(3,5-dimethyl-1H-1,2,4-triazol-1-yl)-6-methylpyridin-2-yl)cyclopropanecarbaldehyde), CNC=1C(=CC=CC1)N (N1-methylbenzene-1,2-diamine), CC(=O)O (AcOH), C(=O)(O)[O-].[Na+] (NaHCO3). Run in C(C)O (ethanol). As a reaction SMILES: [C:1]([O:5][C:6](=[O:32])[NH:7][CH2:8][C:9]1[N:10]([CH2:28][CH:29]([CH3:31])[CH3:30])[C:11](=[O:27])[C:12]2[C:17]([C:18]=1[O:19][CH2:20][CH2:21][CH2:22][CH3:23])=[CH:16][C:15]([C:24]([NH2:26])=[S:25])=[CH:14][CH:13]=2)([CH3:4])([CH3:3])[CH3:2].Br[CH2:34][C:35](=O)[CH3:36].C([O-])(=O)C.[Na+].O>C(O)C>[C:1]([O:5][C:6](=[O:32])[NH:7][CH2:8][C:9]1[N:10]([CH2:28][CH:29]([CH3:31])[CH3:30])[C:11](=[O:27])[C:12]2[C:17]([C:18]=1[O:19][CH2:20][CH2:21][CH2:22][CH3:23])=[CH:16][C:15]([C:24]1[S:25][CH:34]=[C:35]([CH3:36])[N:26]=1)=[CH:14][CH:13]=2)([CH3:4])([CH3:2])[CH3:3] |f:2.3|. Starting materials: O (water), C(C)(C)(C)OC(NCC=1N(C(C2=CC=C(C=C2C1OCCCC)C(=S)N)=O)CC(C)C)=O (tert-butyl[6-(aminothiocarbonyl)-4-butoxy-2-isobutyl-1-oxo-1,2-dihydro-3-isoquinolinyl]methylcarbamate), BrCC(C)=O (bromoacetone), C(C)(=O)[O-].[Na+] (sodium acetate). Yields the product C(C)(C)(C)OC(NCC=1N(C(C2=CC=C(C=C2C1OCCCC)C=1SC=C(N1)C)=O)CC(C)C)=O (tert-butyl[4-butoxy-2-isobutyl-6-(4-methyl-1,3-thiazol-2-yl)-1-oxo-1,2-dihydro-3-isoquinolinyl]methylcarbamate). Procedure: A suspension of tert-butyl[6-(aminothiocarbonyl)-4-butoxy-2-isobutyl-1-oxo-1,2-dihydro-3-isoquinolinyl]methylcarbamate (0.46 g, 1 mmol), bromoacetone (0.20 g, 1.5 mmol) and sodium acetate (0.12 g, 1.5 mmol) in ethanol (10 ml) was refluxed under heating for 12 h. The reaction mixture was poured into water and extracted with ethyl acetate. The extract was washed with brine, dried over anhydrous magnesium sulfate and concentrated under reduced pressure. The residue was purified by silica gel column... Isolated yield 72.0%. Solvent: C(C)O (ethanol). Starting materials: C1(CCCCC1)=O.C[C@@H]1[C@H]([C@H](C[C@@H](O1)O[C@H]2CC[C@@]3([C@H]4CC[C@@]5([C@H](CC[C@@]5([C@@H]4CC[C@@]3(C2)O)O)C6=CC(=O)OC6)C)C=O)O)O (cyclohexanone helveticoside), S(O)(O)(=O)=O (sulfuric acid), [BH4-].[Na+] (sodium borohydride), C1(CCCCC1)=O.C[C@@H]1[C@H]([C@H](C[C@@H](O1)O[C@H]2CC[C@@]3([C@H]4CC[C@@]5([C@H](CC[C@@]5([C@@H]4CC[C@@]3(C2)O)O)C6=CC(=O)OC6)C)C=O)O)O (cyclohexanone helveticoside). Solvent: O1CCOCC1 (dioxane), O1CCOCC1 (dioxane). Reaction conditions: time 1 hour. Yields the product C1(CCCCC1)=O.CC1C(C(CC(O1)OC2CCC3(C4CCC5(C(CCC5(C4CCC3(C2)O)O)C6=CC(=O)OC6)C)CO)O)O (cyclohexanone helveticosol). Reaction SMILES: [C:1]1(=[O:7])[CH2:6][CH2:5][CH2:4][CH2:3][CH2:2]1.[CH3:8][C@H:9]1[O:14][C@@H:13]([O:15][C@@H:16]2[CH2:32][C@:31]3([OH:33])[C@@:19]([CH:42]=[O:43])([C@@H:20]4[C@@H:28]([CH2:29][CH2:30]3)[C@:27]3([OH:34])[C@@:23]([CH3:41])([C@@H:24]([C:35]5[CH2:40][O:39][C:37](=[O:38])[CH:36]=5)[CH2:25][CH2:26]3)[CH2:22][CH2:21]4)[CH2:18][CH2:17]2)[CH2:12][C@H:11]([OH:44])[C@@H:10]1[OH:45].[BH4-].[Na+].S(=O)(=O)(O)O>O1CCOCC1>[C:1]1(=[O:7])[CH2:6][CH2:5][CH2:4][CH2:3][CH2:2]1.[CH3:8][CH:9]1[O:14][CH:13]([O:15][CH:16]2[CH2:32][C:31]3([OH:33])[C:19]([CH2:42][OH:43])([CH:20]4[CH:28]([CH2:29][CH2:30]3)[C:27]3([OH:34])[C:23]([CH3:41])([CH:24]([C:35]5[CH2:40][O:39][C:37](=[O:38])[CH:36]=5)[CH2:25][CH2:26]3)[CH2:22][CH2:21]4)[CH2:18][CH2:17]2)[CH2:12][CH:11]([OH:44])[CH:10]1[OH:45] |f:0.1,2.3,6.7|. Procedure: 1.5 g. cyclohexanone-helveticoside are dissolved in 20 ml. of 80% aqueous dioxane and treated dropwise over a period of 1 hour with a solution of 0.35 g. sodium borohydride in 20 ml. of 75% dioxane. The reaction mixture is stirred for 1 hour, after which no more cyclohexanone-helveticoside can be detected. The solution is adjusted to pH 7 with dilute sulfuric acid, and the dioxane is evaporated under reduced pressure in a rotating evaporator. The aqueous phase is extracted repeatedly with chloro... Starting materials: Cl, CCCC(Oc1ccc(-n2cnc(C(F)(F)F)c2)cc1)c1ccc(C(=O)NCCC(=O)OC)cc1, [Li+], C1CCOC1, [OH-]. Product: CCCC(Oc1ccc(-n2cnc(C(F)(F)F)c2)cc1)c1ccc(C(=O)NCCC(=O)O)cc1. As a reaction SMILES: [ClH:38].[F:3][C:4]([c:5]1[n:6][cH:7][n:8](-[c:10]2[cH:11][cH:12][c:13]([O:14][CH:15]([CH2:16][CH2:17][CH3:18])[c:19]3[cH:20][cH:21][c:22]([C:23](=[O:24])[NH:25][CH2:26][CH2:27][C:28](=[O:29])[O:30][CH3:31])[cH:32][cH:33]3)[cH:34][cH:35]2)[cH:9]1)([F:36])[F:37].[Li+:1].[O:39]1[CH2:40][CH2:41][CH2:42][CH2:43]1.[OH-:2]>>[F:3][C:4]([c:5]1[n:6][cH:7][n:8](-[c:10]2[cH:11][cH:12][c:13]([O:14][CH:15]([CH2:16][CH2:17][CH3:18])[c:19]3[cH:20][cH:21][c:22]([C:23](=[O:24])[NH:25][CH2:26][CH2:27][C:28](=[O:29])[OH:30])[cH:32][cH:33]3)[cH:34][cH:35]2)[cH:9]1)([F:36])[F:37].